This data is from the Open Reaction Database (ORD), a public repository of structured organic reaction records. The task is: describe an organic reaction: reactants, conditions, products, and yield The reactants are N12CCC(CC1)(CC2)CO (1-azabicyclo[2.2.2]oct-4-yl methanol), C1(=CC=CC=C1)C1=C(N=CS1)C(=O)O (5-phenyl-1,3-thiazole-4-carboxylic acid), TEA, C=1C=CC(=CC1)P(=O)(C=2C=CC=CC2)N=[N+]=[N-] (DPPA), C(=O)(O)[O-].[Na+] (NaHCO3), Cl.CCOC(=O)C (HCl EtOAc). Run in CN(C)C=O (DMF), C1(=CC=CC=C1)C (toluene), C1(=CC=CC=C1)C (toluene), CCO (EtOH). Run at time 40 minute. Yields the product Cl.N12CCC(CC1)(CC2)CN(C(O)=O)C=2N=CSC2C2=CC=CC=C2 (1-azabicyclo[2.2.2]oct-4-ylmethyl(5-phenyl-1,3-thiazol-4-yl)carbamate hydrochloride). As a reaction SMILES: [C:1]1([C:7]2[S:11][CH:10]=[N:9][C:8]=2C(O)=O)[CH:6]=[CH:5][CH:4]=[CH:3][CH:2]=1.C1C=CC(P([N:29]=[N+]=[N-])(C2C=CC=CC=2)=O)=CC=1.[N:32]12[CH2:39][CH2:38][C:35]([CH2:40]O)([CH2:36][CH2:37]1)[CH2:34][CH2:33]2.[C:42]([O-:45])(O)=[O:43].[Na+].[ClH:47].CCOC(C)=O>C1(C)C=CC=CC=1.CN(C=O)C.CCO>[ClH:47].[N:32]12[CH2:33][CH2:34][C:35]([CH2:40][N:29]([C:8]3[N:9]=[CH:10][S:11][C:7]=3[C:1]3[CH:2]=[CH:3][CH:4]=[CH:5][CH:6]=3)[C:42](=[O:43])[OH:45])([CH2:36][CH2:37]1)[CH2:38][CH2:39]2 |f:3.4,5.6,10.11|. Reported procedure: To a solution of 5-phenyl-1,3-thiazole-4-carboxylic acid (250 mg) in toluene (6 mL) were added dropwise TEA (221 μL) and DPPA (315 μL) at room temperature, followed by stirring at the same temperature for 40 minutes. Next, after stirring at 90° C. for 40 minutes, a solution of 1-azabicyclo[2.2.2]oct-4-yl methanol (241 mg) in DMF (2 mL)/toluene (2 mL) was added thereto, followed by heating under reflux for 2 hours. To the reaction liquid was added a saturated aqueous NaHCO3 solution, followed by ... Reactants: ClC1=CC=C(C=C1)NC(C=CC1=CC=C(C=C1)C=1C=C2C=CNC2=CC1)=N (N-(4-chloro-phenyl)-3-[4-(1H -indol-5-yl)-phenyl]-acrylamidine), [H-].[Na+] (NaH), IC (iodomethane). Run in CN(C)C=O (DMF). Run at time 1 hour. Yields the product ClC1=CC=C(C=C1)NC(C=CC1=CC=C(C=C1)C=1C=C2C=CN(C2=CC1)C)=N (N-(4-chloro-phenyl)-3-[4-(1-methyl-1H-indol-5-yl)-phenyl]-acrylamidine). Yield: 26.9%. Reaction SMILES: [Cl:1][C:2]1[CH:7]=[CH:6][C:5]([NH:8][C:9](=[NH:27])[CH:10]=[CH:11][C:12]2[CH:17]=[CH:16][C:15]([C:18]3[CH:19]=[C:20]4[C:24](=[CH:25][CH:26]=3)[NH:23][CH:22]=[CH:21]4)=[CH:14][CH:13]=2)=[CH:4][CH:3]=1.[H-].[Na+].I[CH3:31]>CN(C=O)C>[Cl:1][C:2]1[CH:3]=[CH:4][C:5]([NH:8][C:9](=[NH:27])[CH:10]=[CH:11][C:12]2[CH:13]=[CH:14][C:15]([C:18]3[CH:19]=[C:20]4[C:24](=[CH:25][CH:26]=3)[N:23]([CH3:31])[CH:22]=[CH:21]4)=[CH:16][CH:17]=2)=[CH:6][CH:7]=1 |f:1.2|. Procedure: A mixture of 0.075 g (0.22 mmol) of 3-(4-bromo-phenyl)-N-(4-chloro-phenyl)-acrylamidine, 0.042 g (0.26 mmol) of 5-indoleboronic acid, and 0.013 g (0.011 mmol) of Pd(PPh3)4 in 3 mL of DME/water/ethanol (4/2/1) in a sealed tube was heated under microwave (45 W, 5 min). The reaction was diluted with 10 mL of saturated NaHCO3, and extracted with three 10 mL portions of ethyl acetate. The combined organic extracts were washed with 10 mL of brine, dried over Na2SO4, filtered and concentrated. The resi... Starting materials: ClC1=CC=2N=CN(C(C2C(=N1)OCC1=CC=C(C=C1)OC)=O)C (7-chloro-5-(4-methoxybenzyloxy)-3-methylpyrido[4,3-d]pyrimidin-4(3H)-one), O1CCN(CC1)C1=CC=C(C=C1)B1OC(C)(C)C(C)(C)O1 (4-morpholinophenylboronic acid pinacol ester), C(=O)([O-])[O-].[Na+].[Na+] (Na2CO3). The reagents and catalysts are C1=CC=C(C=C1)P([C-]2C=CC=C2)C3=CC=CC=C3.C1=CC=C(C=C1)P([C-]2C=CC=C2)C3=CC=CC=C3.Cl[Pd]Cl.[Fe+2] (Pd(dppf)2Cl2). The solvent is O1CCOCC1 (1,4-dioxane). Reaction conditions: temperature 140 celsius. Yields the product COC1=CC=C(COC2=NC(=CC=3N=CN(C(C32)=O)C)C3=CC=C(C=C3)N3CCOCC3)C=C1 (5-(4-methoxybenzyloxy)-3-methyl-7-(4-morpholinophenyl)pyrido[4,3-d]pyrimidin-4(3H)-one). As a reaction SMILES: Cl[C:2]1[N:11]=[C:10]([O:12][CH2:13][C:14]2[CH:19]=[CH:18][C:17]([O:20][CH3:21])=[CH:16][CH:15]=2)[C:9]2[C:8](=[O:22])[N:7]([CH3:23])[CH:6]=[N:5][C:4]=2[CH:3]=1.[O:24]1[CH2:29][CH2:28][N:27]([C:30]2[CH:35]=[CH:34][C:33](B3OC(C)(C)C(C)(C)O3)=[CH:32][CH:31]=2)[CH2:26][CH2:25]1.C([O-])([O-])=O.[Na+].[Na+]>O1CCOCC1.C1C=CC(P(C2C=CC=CC=2)[C-]2C=CC=C2)=CC=1.C1C=CC(P(C2C=CC=CC=2)[C-]2C=CC=C2)=CC=1.Cl[Pd]Cl.[Fe+2]>[CH3:21][O:20][C:17]1[CH:18]=[CH:19][C:14]([CH2:13][O:12][C:10]2[C:9]3[C:8](=[O:22])[N:7]([CH3:23])[CH:6]=[N:5][C:4]=3[CH:3]=[C:2]([C:33]3[CH:32]=[CH:31][C:30]([N:27]4[CH2:26][CH2:25][O:24][CH2:29][CH2:28]4)=[CH:35][CH:34]=3)[N:11]=2)=[CH:15][CH:16]=1 |f:2.3.4,6.7.8.9|. Reported procedure: To a solution of 7-chloro-5-(4-methoxybenzyloxy)-3-methylpyrido[4,3-d]pyrimidin-4(3H)-one (750 mg, 2.26 mmol) in 1,4-dioxane (11 mL) were added 4-morpholinophenylboronic acid pinacol ester (654 mg, 2.26 mmol), 2M aqueous Na2CO3 solution (3.39 mL, 6.78 mmol), and Pd(dppf)2Cl2 (36.9 mg, 0.045 mmol). The reaction mixture was purged with N2 and heated at 140° C. by a microwave reactor for 15 minutes. The mixture was then cooled, quenched with H2O (100 mL) and extracted with CH2Cl2 (3×50 mL). The com... Starting materials: O=C([O-])[O-], O=C(c1cccnc1Cl)N1CCCc2ccccc21, Oc1ccc(Cl)c(Cl)c1, [Cu]I, [Cu], [K+], [K+], CN(C)C=O. Product: O=C(c1cccnc1Oc1ccc(Cl)c(Cl)c1)N1CCCc2ccccc21. RXN SMILES: [C:29](=[O:30])([O-:31])[O-:32].[Cl:1][c:2]1[n:3][cH:4][cH:5][cH:6][c:7]1[C:8](=[O:9])[N:10]1[CH2:11][CH2:12][CH2:13][c:14]2[cH:15][cH:16][cH:17][cH:18][c:19]21.[Cl:20][c:21]1[cH:22][c:23]([OH:28])[cH:24][cH:25][c:26]1[Cl:27].[Cu:40][I:41].[Cu:42].[K+:33].[K+:34].[O:35]=[CH:36][N:37]([CH3:38])[CH3:39]>>[c:2]1([O:28][c:23]2[cH:22][c:21]([Cl:20])[c:26]([Cl:27])[cH:25][cH:24]2)[n:3][cH:4][cH:5][cH:6][c:7]1[C:8](=[O:9])[N:10]1[CH2:11][CH2:12][CH2:13][c:14]2[cH:15][cH:16][cH:17][cH:18][c:19]21. Starting materials: ClC1=CC=C2C=CC(=NC2=N1)N1C(C2=CC=CC=C2C1=O)C(C(=O)O)C(CCC(C)C)=O ((±)-2-[2-(7-chloro-1,8-naphthyridin-2-yl)-3-oxo-1-isoindolinyl]-6-methyl-3-oxoheptanoic acid), [OH-].[Na+] (sodium hydroxide). The solvent is O (water). Conditions: temperature 20 celsius, time 72 hour. Product: ClC1=CC=C2C=CC(=NC2=N1)NC(CC(CCC(C)C)=O)C1=C(C(=O)O)C=CC=C1 ((±)-2-{1-[(7-chloro-1,8-naphthyridin-2-yl)amino]-6-methyl-3-oxoheptyl}benzoic acid). Reaction SMILES: [Cl:1][C:2]1[N:11]=[C:10]2[C:5]([CH:6]=[CH:7][C:8]([N:12]3[C:20](=[O:21])[C:19]4[C:14](=[CH:15][CH:16]=[CH:17][CH:18]=4)[CH:13]3[CH:22]([C:26](=[O:32])[CH2:27][CH2:28][CH:29]([CH3:31])[CH3:30])C(O)=O)=[N:9]2)=[CH:4][CH:3]=1.[OH-:33].[Na+]>O>[Cl:1][C:2]1[N:11]=[C:10]2[C:5]([CH:6]=[CH:7][C:8]([NH:12][CH:13]([C:14]3[CH:15]=[CH:16][CH:17]=[CH:18][C:19]=3[C:20]([OH:21])=[O:33])[CH2:22][C:26](=[O:32])[CH2:27][CH2:28][CH:29]([CH3:30])[CH3:31])=[N:9]2)=[CH:4][CH:3]=1 |f:1.2|. Procedure: A suspension of 30 mg of (±)-2-[2-(7-chloro-1,8-naphthyridin-2-yl)-3-oxo-1-isoindolinyl]-6-methyl-3-oxoheptanoic acid in 4.7 cm3 of distilled water and 1.32 cm3 of a 0.1N aqueous sodium hydroxide solution is stirred at a temperature of approximately 20° C. for 72 hours. An insoluble product is removed by filtration and the filtrate is acidified to a pH=2 by addition of a 0.1N aqueous hydrochloric acid solution. The precipitate obtained is separated by filtration, washed with water and dried in a... Reactants: [Na+].[Na+].C(C)OP(=O)(OCC)C(/C(/C(=O)[O-])=C/C(=O)[O-])P(=O)(OCC)OCC (2-[bis(diethoxyphosphoryl)methyl]maleic acid disodium salt), C1(=CC=C(C=C1)S(=O)(=O)O)C (para-toluenesulphonic acid). Run in CC(=O)C (acetone). Conditions: temperature 0 celsius, time 8 minute. The product is C(C)OP(=O)(OCC)C(/C=1/C(=O)OC(\C1)=O)P(=O)(OCC)OCC (2-[bis(diethoxyphosphoryl)methyl]maleic Anhydride). The yield is 125.4%. RXN SMILES: [Na+].[Na+].[CH2:3]([O:5][P:6]([CH:11]([P:20]([O:25][CH2:26][CH3:27])([O:22][CH2:23][CH3:24])=[O:21])/[C:12](=[CH:16]/[C:17]([O-:19])=[O:18])/[C:13]([O-:15])=O)([O:8][CH2:9][CH3:10])=[O:7])[CH3:4].C1(C)C=CC(S(O)(=O)=O)=CC=1>CC(C)=O>[CH2:9]([O:8][P:6]([CH:11]([P:20]([O:25][CH2:26][CH3:27])([O:22][CH2:23][CH3:24])=[O:21])[C:12]1[C:13]([O:19][C:17](=[O:18])[CH:16]=1)=[O:15])([O:5][CH2:3][CH3:4])=[O:7])[CH3:10] |f:0.1.2|. Procedure: A solution of 2.5 g of 2-[bis(diethoxyphosphoryl)methyl]maleic acid disodium salt in 50 ml of acetone is added with 2.13 g of para-toluenesulphonic acid. After 8 minutes under stirring, the formed sodium para-toluenesulphonate is separated by filtration and solvent is evaporated under reduced pressure. The residue is redissolved in 7.5 ml of anhydrous tetrahydrofuran and cooled to 0° C., then it is added dropwise with 3.8 ml of trifluoroacetic anhydride. The reaction mixture is refluxed for 30 m... Starting materials: NC1=C(C=C(C=2N1C=C(N2)CC)C(=O)O)Cl (5-amino-6-chloro-2-ethylimidazo[1,2-a]pyridine-8-carboxylic acid), COC(CN1CCC(CC1)CN)(C)C ([1-(2-methoxy-2-methylpropyl)piperidin-4-yl]methylamine). Yields the product NC1=C(C=C(C=2N1C=C(N2)CC)C(=O)NCC2CCN(CC2)CC(C)(C)OC)Cl (5-amino-6-chloro-2-ethyl-N-{[1-(2-methoxy-2-methylpropyl)piperidin-4-yl]methyl}imidazo[1,2-a]pyridine-8-carboxamide). As a reaction SMILES: [NH2:1][C:2]1[N:7]2[CH:8]=[C:9]([CH2:11][CH3:12])[N:10]=[C:6]2[C:5]([C:13]([OH:15])=O)=[CH:4][C:3]=1[Cl:16].[CH3:17][O:18][C:19]([CH3:30])([CH3:29])[CH2:20][N:21]1[CH2:26][CH2:25][CH:24]([CH2:27][NH2:28])[CH2:23][CH2:22]1>>[NH2:1][C:2]1[N:7]2[CH:8]=[C:9]([CH2:11][CH3:12])[N:10]=[C:6]2[C:5]([C:13]([NH:28][CH2:27][CH:24]2[CH2:23][CH2:22][N:21]([CH2:20][C:19]([O:18][CH3:17])([CH3:29])[CH3:30])[CH2:26][CH2:25]2)=[O:15])=[CH:4][C:3]=1[Cl:16]. Procedure details: The title compound was prepared according to the procedure described in the step 6 in EXAMPLE 1, using 5-amino-6-chloro-2-ethylimidazo[1,2-a]pyridine-8-carboxylic acid (EXAMPLE 3, Step 2) and [1-(2-methoxy-2-methylpropyl)piperidin-4-yl]methylamine (EXAMPLE 4, Step 6). The reactants are CCCC(N)C(=O)Nc1cn(C(C)(C)CN2CCCC2)cn1, CC(C)C(O)C(=O)O. Product: CCCC(NC(=O)C(O)C(C)C)C(=O)Nc1cn(C(C)(C)CN2CCCC2)cn1. RXN SMILES: [CH3:1][C:2]([CH2:3][N:4]1[CH2:5][CH2:6][CH2:7][CH2:8]1)([CH3:9])[n:10]1[cH:11][n:12][c:13]([NH:15][C:16]([CH:17]([CH2:18][CH2:19][CH3:20])[NH2:21])=[O:22])[cH:14]1.[OH:23][CH:24]([C:25](=[O:26])[OH:27])[CH:28]([CH3:29])[CH3:30]>>[CH3:1][C:2]([CH2:3][N:4]1[CH2:5][CH2:6][CH2:7][CH2:8]1)([CH3:9])[n:10]1[cH:11][n:12][c:13]([NH:15][C:16]([CH:17]([CH2:18][CH2:19][CH3:20])[NH:21][C:25]([CH:24]([OH:23])[CH:28]([CH3:29])[CH3:30])=[O:26])=[O:22])[cH:14]1.